This data is from the Open Reaction Database (ORD), a public repository of structured organic reaction records. The task is: describe an organic reaction: reactants, conditions, products, and yield Starting materials: ester, substituted or unsubstituted nitroalkane, [N+](=O)([O-])C (nitromethane), [N+](=O)([O-])CC (nitroethane), C(C)#N (acetonitrile), C1CCOC1 (THF), C(C)#N (acetonitrile). The solvent is C(C)N(CC)CC (triethylamine). The product is C1CC2=NCCCN2C1 (DBN), C1CCC2=NCCCN2CC1 (DBU), nitro ester. As a reaction SMILES: [N+:1]([CH3:4])([O-])=O.[N+:5]([CH2:8][CH3:9])([O-])=O.[C:10](#[N:12])[CH3:11].[CH2:13]1[CH2:17]O[CH2:15][CH2:14]1>C(N(CC)CC)C>[CH2:11]1[CH2:10][N:12]2[C:8](=[N:5][CH2:14][CH2:13][CH2:17]2)[CH2:9]1.[CH2:14]1[CH2:13][CH2:17][N:1]2[C:8](=[N:5][CH2:10][CH2:11][CH2:4]2)[CH2:9][CH2:15]1. Reported procedure: In Step 2, ester 24 is reacted with a substituted or unsubstituted nitroalkane, such as nitromethane or nitroethane, in a polar aprotic solvent, such as acetonitrile, THF or the like, preferably acetonitrile, in the presence of an amine base, such as DBU, DBN, triethylamine or the like, preferably DBU, at a temperature from 0° to 80° C., preferably 25° C., for 24 h to yield nitro ester 25. ##STR29## The reactants are O=C(O)c1ccc(F)c(Br)c1, C1CCOC1, CO, C[Si](C)(C)C=[N+]=[N-]. Product: COC(=O)c1ccc(F)c(Br)c1. Reaction SMILES: [Br:1][c:2]1[cH:3][c:4]([C:5](=[O:6])[OH:7])[cH:8][cH:9][c:10]1[F:11].[CH2:19]1[O:20][CH2:21][CH2:22][CH2:23]1.[CH3:24][OH:25].[Si:12]([CH3:13])([CH:14]=[N+:15]=[N-:16])([CH3:17])[CH3:18]>>[Br:1][c:2]1[cH:3][c:4]([C:5]([O:6][CH3:13])=[O:7])[cH:8][cH:9][c:10]1[F:11]. Starting materials: NCCNC(=O)C=1C=C(C(=O)CNCCN2CCC(CC2)OC(NC2=C(C=CC=C2)C2=CC=CC=C2)=O)C=CC1 (biphenyl-2-ylcarbamic acid 1-(2-{[3-(2-aminoethylcarbamoyl)benzoyl]methylamino}ethyl)piperidin-4-yl ester), OC1=CC=C(C=O)C=C1 (4-hydroxybenzaldehyde), [BH-](OC(=O)C)(OC(=O)C)OC(=O)C.[Na+] (Na(OAc)3BH). Run in CO (MeOH). Yields the product OC1=CC=C(CNCCNC(=O)C=2C=C(C(=O)CNCCN3CCC(CC3)OC(NC3=C(C=CC=C3)C3=CC=CC=C3)=O)C=CC2)C=C1 (Biphenyl-2-ylcarbamic Acid 1-[2-({3-[2-(4-Hydroxybenzylamino) ethylcarbamoyl]benzoyl}methylamino)ethyl]piperidin-4-yl Ester), solid. The yield is 73.0%. Reaction SMILES: [NH2:1][CH2:2][CH2:3][NH:4][C:5]([C:7]1[CH:8]=[C:9]([CH:38]=[CH:39][CH:40]=1)[C:10]([CH2:12][NH:13][CH2:14][CH2:15][N:16]1[CH2:21][CH2:20][CH:19]([O:22][C:23](=[O:37])[NH:24][C:25]2[CH:30]=[CH:29][CH:28]=[CH:27][C:26]=2[C:31]2[CH:36]=[CH:35][CH:34]=[CH:33][CH:32]=2)[CH2:18][CH2:17]1)=[O:11])=[O:6].[OH:41][C:42]1[CH:49]=[CH:48][C:45]([CH:46]=O)=[CH:44][CH:43]=1.[BH-](OC(C)=O)(OC(C)=O)OC(C)=O.[Na+]>CO>[OH:41][C:42]1[CH:49]=[CH:48][C:45]([CH2:46][NH:1][CH2:2][CH2:3][NH:4][C:5]([C:7]2[CH:8]=[C:9]([CH:38]=[CH:39][CH:40]=2)[C:10]([CH2:12][NH:13][CH2:14][CH2:15][N:16]2[CH2:21][CH2:20][CH:19]([O:22][C:23](=[O:37])[NH:24][C:25]3[CH:30]=[CH:29][CH:28]=[CH:27][C:26]=3[C:31]3[CH:36]=[CH:35][CH:34]=[CH:33][CH:32]=3)[CH2:18][CH2:17]2)=[O:11])=[O:6])=[CH:44][CH:43]=1 |f:2.3|. Procedure: A solution of biphenyl-2-ylcarbamic acid 1-(2-{[3-(2-aminoethylcarbamoyl)benzoyl]methylamino}ethyl)piperidin-4-yl ester (9.31 g, 17.1 mmol; prepared as described in Preparation 8) and 4-hydroxybenzaldehyde (2.30 g, 18.8 mmol, 1.1 eq) in 125 mL MeOH was stirred at room temperature for 2 hours. Na(OAc)3BH (7.26 g, 34.2 mmol, 2.0 eq) was added to the reaction at room temperature in two portions separated in one hour interval. The reaction was stirred for an additional hour before being concentrated...